From a dataset of the Open Reaction Database (ORD), a public repository of structured organic reaction records. describe an organic reaction: reactants, conditions, products, and yield Reactants: NC=1C=C2C(=CNC2=CC1)C=1CCN(CC1)C (5-amino-3-(1-methyl-1,2,3,6-tetrahydropyridin-4-yl)-1H-indole), 60. The reagents and catalysts are [Pd] (palladium on carbon). Solvent: CCCCCC (hexane), CO (methanol). Run at time 18 hour. The product is NC=1C=C2C=CNC2=CC1 (5-amino-1H-indole). As a reaction SMILES: [NH2:1][C:2]1[CH:3]=[C:4]2[C:8](=[CH:9][CH:10]=1)[NH:7][CH:6]=[C:5]2C1CCN(C)CC=1>CO.[Pd].CCCCCC>[NH2:1][C:2]1[CH:3]=[C:4]2[C:8](=[CH:9][CH:10]=1)[NH:7][CH:6]=[CH:5]2. Reported procedure: To a solution of 11.3 gm (50 mMol) 5-amino-3-(1-methyl-1,2,3,6-tetrahydropyridin-4-yl)-1H-indole in 250 mL methanol were added 3.0 gm 5% palladium on carbon. The mixture was hydrogenated at room temperature under an initial hydrogen pressure of 60 p.s.i. for 18 hours. The reaction mixture was filtered and the filtrate concentrated under reduced pressure to give a dark gum which was slurried in hexane to give the title compound as a brown solid. Starting materials: initial reactants, NC(CO)CO (2-amino-1,3-propanediol), C(CC)(=O)O (propionic acid). Yields the product C(C)C=1OCC(N1)CO (2-ethyl-4-hydroxymethyl-2-oxazoline). Reaction SMILES: [NH2:1][CH:2]([CH2:5][OH:6])[CH2:3][OH:4].[C:7](O)(=O)[CH2:8][CH3:9]>>[CH2:8]([C:9]1[O:4][CH2:3][CH:2]([CH2:5][OH:6])[N:1]=1)[CH3:7]. Procedure details: The procedure of Example 1 is repeated in all essential details with the exception that the initial reactants are 2-amino-1,3-propanediol and propionic acid in a 1:1 molar ratio. The reactants are combined following the method of Purcell to form 2-ethyl-4-hydroxymethyl-2-oxazoline. Reactants: C(C)(C)(C)OC(=O)[C@@H](CCCC1=CC=CC=C1)[C@H](C(=O)NN1C(NC2(C1=O)CCNCC2)=O)CC(C)C (2(R)-[1(S)-(tert-butoxycarbonyl)-4-phenylbutyl]-4-methyl-N-[2,4-dioxo-1,3,8-triazaspiro[4.5]decan-3-yl]valeramide), C=O (formaldehyde), [H][H] (hydrogen). Reagents/catalysts: [Pd] (palladium-on-charcoal). Run in CO (methanol). Yields the product C(C)(C)(C)OC(=O)[C@@H](CCCC1=CC=CC=C1)[C@H](C(=O)NN1C(NC2(C1=O)CCN(CC2)C)=O)CC(C)C (2(R)-[1(S)-(tert-butoxycarbonyl)-4-phenylbutyl]-4-methyl-N-(8-methyl-2,4-dioxo-1,3,8-triazaspiro[4.5]decan-3-yl)valeramide). As a reaction SMILES: [C:1]([O:5][C:6]([C@H:8]([C@@H:18]([CH2:34][CH:35]([CH3:37])[CH3:36])[C:19]([NH:21][N:22]1[C:26](=[O:27])[C:25]2([CH2:32][CH2:31][NH:30][CH2:29][CH2:28]2)[NH:24][C:23]1=[O:33])=[O:20])[CH2:9][CH2:10][CH2:11][C:12]1[CH:17]=[CH:16][CH:15]=[CH:14][CH:13]=1)=[O:7])([CH3:4])([CH3:3])[CH3:2].[CH2:38]=O.[H][H]>[Pd].CO>[C:1]([O:5][C:6]([C@H:8]([C@@H:18]([CH2:34][CH:35]([CH3:37])[CH3:36])[C:19]([NH:21][N:22]1[C:26](=[O:27])[C:25]2([CH2:32][CH2:31][N:30]([CH3:38])[CH2:29][CH2:28]2)[NH:24][C:23]1=[O:33])=[O:20])[CH2:9][CH2:10][CH2:11][C:12]1[CH:17]=[CH:16][CH:15]=[CH:14][CH:13]=1)=[O:7])([CH3:4])([CH3:3])[CH3:2]. Procedure details: A mixture of 0.403 g of 2(R)-[1(S)-(tert-butoxycarbonyl)-4-phenylbutyl]-4-methyl-N-[2,4-dioxo-1,3,8-triazaspiro[4.5]decan-3-yl]valeramide, 0.145 ml of 38% aqueous formaldehyde solution and 0.093 g of 10% palladium-on-charcoal catalyst in 4 ml of methanol was shaken in a hydrogen atmosphere for 2 days. The catalyst was filtered off and the methanol evaporated. The residue was re-evaporated from toluene and the solid obtained triturated with diethyl ether. There was obtained 0.348 g of 2(R)-[1(S)-... The product is CC1=NC(=NC(=C1)COC1OCCCC1)NC(=O)NS(=O)(=O)C1=C(C(=O)OC)C=CC=C1 (Methyl 2-[[[4-methyl-6-(tetrahydropyran-2-yloxymethyl)-pyrimidin-2yl]aminocarbonyl]aminosulfonyl]benzoate). Procedure: To a solution of 3.25 g of the product from Example 3 in 50 ml of ether was added 3.75 g of 2-methoxycarbonylbenzenesulfonyl isocyanate and the mixture was stirred for 3 hours under nitrogen. The precipitated product was filtered and washed with ether to afford 6.0 g of the title compound, m.p. 126°-128°(d). Conditions: time 3 hour. Starting materials: NC1=NC(=CC(=N1)C)COC1OCCC1 (2-Amino-4-methyl-6-(tetrahydrofuran-2-yloxymethyl)-pyrimidine), COC(=O)C1=C(C=CC=C1)S(=O)(=O)N=C=O (2-methoxycarbonylbenzenesulfonyl isocyanate), CCOCC (ether). RXN SMILES: [NH2:1][C:2]1[N:7]=[C:6]([CH3:8])[CH:5]=[C:4]([CH2:9][O:10][CH:11]2[CH2:15][CH2:14][CH2:13][O:12]2)[N:3]=1.[CH3:16][O:17][C:18]([C:20]1[CH:25]=[CH:24][CH:23]=[CH:22][C:21]=1[S:26]([N:29]=[C:30]=[O:31])(=[O:28])=[O:27])=[O:19].[CH3:32]COCC>>[CH3:8][C:6]1[CH:5]=[C:4]([CH2:9][O:10][CH:11]2[CH2:15][CH2:14][CH2:13][CH2:32][O:12]2)[N:3]=[C:2]([NH:1][C:30]([NH:29][S:26]([C:21]2[CH:22]=[CH:23][CH:24]=[CH:25][C:20]=2[C:18]([O:17][CH3:16])=[O:19])(=[O:27])=[O:28])=[O:31])[N:7]=1.